describe an organic reaction: reactants, conditions, products, and yield From a dataset of the Open Reaction Database (ORD), a public repository of structured organic reaction records. The reactants are C(C)(=O)OC1=C(C(=C(C(=C1C)C)OC(C)=O)C)CC[C@@](C)(C#C)OC(=O)C=1C(=CC=CC1)C(=O)O ((S)-(+)-1,2-benzenedicarboxylic acid[3-[2,5-bis(acetyloxy)-3,4,6-trimethylphenyl]-1-ethynyl-1-methylpropyl]ester), Cl (HCl). Run in CO (methanol), [OH-].[Na+] (NaOH). Conditions: temperature 0 celsius, time 3 hour. Yields the product C(C)(=O)OC1=C(C(=C(C(=C1C)C)OC(C)=O)C)CC[C@@](C#C)(O)C ((S)-(+)-5-[2,5-bis(acetyloxy)-3,4,6-trimethylphenyl]-3-methyl-1-pentyn-3-ol). Yield: 27.4%. RXN SMILES: [C:1]([O:4][C:5]1[C:10]([CH3:11])=[C:9]([CH3:12])[C:8]([O:13][C:14](=[O:16])[CH3:15])=[C:7]([CH3:17])[C:6]=1[CH2:18][CH2:19][C@:20]([O:24]C(C1C(C(O)=O)=CC=CC=1)=O)([C:22]#[CH:23])[CH3:21])(=[O:3])[CH3:2].Cl>CO.[OH-].[Na+]>[C:1]([O:4][C:5]1[C:10]([CH3:11])=[C:9]([CH3:12])[C:8]([O:13][C:14](=[O:16])[CH3:15])=[C:7]([CH3:17])[C:6]=1[CH2:18][CH2:19][C@:20]([CH3:21])([OH:24])[C:22]#[CH:23])(=[O:3])[CH3:2] |f:3.4|. Procedure: A solution of 600 mg (1.25 mmol) of (S)-(+)-1,2-benzenedicarboxylic acid[3-[2,5-bis(acetyloxy)-3,4,6-trimethylphenyl]-1-ethynyl-1-methylpropyl]ester (Example 9) in 10 mL of methanol and 10 mL of 1.0N NaOH was degassed with argon, and heated under reflux for 1.0 h. It was cooled to 0° C. and treated with 100 mL of cold 1.0N HCl. It was then extracted with ether (3×100 mL). The extracts were combined, washed with saturated sodium bicarbonate solution (3×100 mL) dried over MgSO4, and filtered. Dry ... Reactants: Cl, C1CCCCCC(N2CCCCCCCCCN2)CCCC1, Nc1c(F)c(F)c(F)c2c1c(=O)c(C(=O)O)cn2C1CC1, OC1CNCC1n1ccnn1, c1ccncc1. The product is Nc1c(F)c(N2CC(O)C(n3ccnn3)C2)c(F)c2c1c(=O)c(C(=O)O)cn2C1CC1. Reaction SMILES: [ClH:22].[N:34]1([CH:35]2[CH2:36][CH2:37][CH2:38][CH2:39][CH2:40][CH2:41][CH2:42][CH2:43][CH2:44][CH2:45]2)[CH2:46][CH2:47][CH2:48][CH2:49][CH2:50][CH2:51][CH2:52][CH2:53][CH2:54][NH:55]1.[NH2:1][c:2]1[c:3]2[c:4](=[O:21])[c:5]([C:18](=[O:19])[OH:20])[cH:6][n:7]([CH:15]3[CH2:16][CH2:17]3)[c:8]2[c:9]([F:14])[c:10]([F:13])[c:11]1[F:12].[OH:23][CH:24]1[CH2:25][NH:26][CH2:27][CH:28]1[n:29]1[n:30][n:31][cH:32][cH:33]1.[cH:56]1[cH:57][cH:58][n:59][cH:60][cH:61]1>>[NH2:1][c:2]1[c:3]2[c:4](=[O:21])[c:5]([C:18](=[O:19])[OH:20])[cH:6][n:7]([CH:15]3[CH2:16][CH2:17]3)[c:8]2[c:9]([F:14])[c:10]([N:26]2[CH2:25][CH:24]([OH:23])[CH:28]([n:29]3[n:30][n:31][cH:32][cH:33]3)[CH2:27]2)[c:11]1[F:12]. Starting materials: NC=1C=CC2=C(N=CO2)C1C (5-amino-4-methylbenzoxazole), C1=CC=NC(=C1)OC(=S)OC2=CC=CC=N2 (di-2-pyridyl thionocarbonate). Run in ClCCl (dichloromethane). Conditions: time 2 hour. Yields the product N(=C=S)C=1C=CC2=C(N=CO2)C1C (5-isothiocyanato-4-methylbenzoxazole). Isolated yield 89.8%. Reaction SMILES: [NH2:1][C:2]1[CH:3]=[CH:4][C:5]2[O:9][CH:8]=[N:7][C:6]=2[C:10]=1[CH3:11].C1C=C(O[C:19](OC2N=CC=CC=2)=[S:20])N=CC=1>ClCCl>[N:1]([C:2]1[CH:3]=[CH:4][C:5]2[O:9][CH:8]=[N:7][C:6]=2[C:10]=1[CH3:11])=[C:19]=[S:20]. Procedure: A solution of 5-amino-4-methylbenzoxazole (0.59 g, 3.98 mmol) in dichloromethane (100 mL) is treated with di-2-pyridyl thionocarbonate (1.02 g, 4.39 mmol). The mixture is stirred for two hours. The reaction mixture is concentrated under reduced pressure to yield a brown residue. This material is purified by chromatography (silica-gel, 20% ethyl acetate/hexanes) to afford 0.68 g of 5-isothiocyanato-4-methylbenzoxazole as a white solid. RXN SMILES: CC([O:4][C:5](=[O:30])[NH:6][C@H:7]1[C:16]2[C:11](=[CH:12][CH:13]=[C:14](B3OC(C)(C)C(C)(C)O3)[CH:15]=2)[N:10]([C:26](=[O:28])[CH3:27])[C@@H:9]([CH3:29])[CH2:8]1)C.Br[C:32]1[N:33]=[CH:34][N:35]([CH3:37])[CH:36]=1.C(=O)([O-])[O-].[K+].[K+].[ClH:44].[C:45]1(C)[CH:50]=CC=C[CH:46]=1>C(O)C.CCOCC.C1C=CC([P]([Pd]([P](C2C=CC=CC=2)(C2C=CC=CC=2)C2C=CC=CC=2)([P](C2C=CC=CC=2)(C2C=CC=CC=2)C2C=CC=CC=2)[P](C2C=CC=CC=2)(C2C=CC=CC=2)C2C=CC=CC=2)(C2C=CC=CC=2)C2C=CC=CC=2)=CC=1>[ClH:44].[CH3:46][CH:45]([N:6]([C@H:7]1[C:16]2[C:11](=[CH:12][CH:13]=[C:14]([C:32]3[N:33]=[CH:34][N:35]([CH3:37])[CH:36]=3)[CH:15]=2)[N:10]([C:26](=[O:28])[CH3:27])[C@@H:9]([CH3:29])[CH2:8]1)[C:5](=[O:30])[OH:4])[CH3:50] |f:2.3.4,10.11,^1:63,65,84,103|. The reagents and catalysts are C=1C=CC(=CC1)[P](C=2C=CC=CC2)(C=3C=CC=CC3)[Pd]([P](C=4C=CC=CC4)(C=5C=CC=CC5)C=6C=CC=CC6)([P](C=7C=CC=CC7)(C=8C=CC=CC8)C=9C=CC=CC9)[P](C=1C=CC=CC1)(C=1C=CC=CC1)C=1C=CC=CC1 (tetrakis(triphenylphosphine)palladium(0)). The reactants are CC(C)OC(N[C@@H]1C[C@@H](N(C2=CC=C(C=C12)B1OC(C(O1)(C)C)(C)C)C(C)=O)C)=O (1-methylethyl[(2S,4R)-1-acetyl-2-methyl-6-(4,4,5,5-tetramethyl-1,3,2-dioxaborolan-2-yl)-1,2,3,4-tetrahydro-4-quinolinyl]carbamate), C([O-])([O-])=O.[K+].[K+] (potassium carbonate), Cl (HCl), Intermediate 52, BrC=1N=CN(C1)C (4-bromo-1-methylimidazole), C1(=CC=CC=C1)C (toluene). The yield is 5.0%. The product is Cl.CC(C)N(C(O)=O)[C@@H]1C[C@@H](N(C2=CC=C(C=C12)C=1N=CN(C1)C)C(C)=O)C (1-methylethyl[(2S,4R)-1-acetyl-2-methyl-6-(1-methyl-1H-imidazol-4-yl)-1,2,3,4-tetrahydro-4-quinolinyl]carbamate hydrochloride). Procedure: A mixture of 1-methylethyl[(2S,4R)-1-acetyl-2-methyl-6-(4,4,5,5-tetramethyl-1,3,2-dioxaborolan-2-yl)-1,2,3,4-tetrahydro-4-quinolinyl]carbamate (for a preparation, see Intermediate 52) (150 mg, 0.36 mmol), 4-bromo-1-methylimidazole (0.43 mmol), tetrakis(triphenylphosphine)palladium(0) (42 mg, 10 mol %) and potassium carbonate (199 mg, 1.44 mmol) in toluene (2 mL) and ethanol (2 mL) was refluxed for 16 h then cooled to room temperature and concentrated in vacuo. The residue was partitioned between... The solvent is CCOCC (Et2O), C(C)O (ethanol).